This data is from the Open Reaction Database (ORD), a public repository of structured organic reaction records. The task is: describe an organic reaction: reactants, conditions, products, and yield The reactants are ClCCl, CN, CCO, O=C1CCC(N=C=S)c2ccsc21. Yields the product CNC(=S)NC1CCC(=O)c2sccc21. Reaction SMILES: [CH2:14]([Cl:15])[Cl:16].[CH3:17][NH2:18].[CH3:19][CH2:20][OH:21].[O:1]=[C:2]1[CH2:3][CH2:4][CH:5]([N:11]=[C:12]=[S:13])[c:6]2[c:7]1[s:8][cH:9][cH:10]2>>[O:1]=[C:2]1[CH2:3][CH2:4][CH:5]([NH:11][C:12](=[S:13])[NH:18][CH3:17])[c:6]2[c:7]1[s:8][cH:9][cH:10]2. Reactants: C1CCOC1, COCCOC, C[Si](C)(C)[N-][Si](C)(C)C, O=C1OCc2cc(NCCCl)ccc21, Cl, [Li+], O=C1Cc2ccccc2N1, [Na+], [OH-]. Product: O=C1Nc2ccccc2C1=C1OCc2cc(NCCCl)ccc21. As a reaction SMILES: [CH2:21]1[O:22][CH2:23][CH2:24][CH2:25]1.[CH2:43]([CH2:44][O:45][CH3:46])[O:47][CH3:48].[CH3:12][Si:13]([N-:14][Si:15]([CH3:16])([CH3:17])[CH3:18])([CH3:19])[CH3:20].[Cl:26][CH2:27][CH2:28][NH:29][c:30]1[cH:31][c:32]2[c:36]([cH:37][cH:38]1)[C:35](=[O:39])[O:34][CH2:33]2.[ClH:40].[Li+:11].[NH:1]1[C:2](=[O:10])[CH2:3][c:4]2[cH:5][cH:6][cH:7][cH:8][c:9]21.[Na+:42].[OH-:41]>>[NH:1]1[C:2](=[O:10])[C:3](=[C:35]2[O:34][CH2:33][c:32]3[cH:31][c:30]([NH:29][CH2:28][CH2:27][Cl:26])[cH:38][cH:37][c:36]32)[c:4]2[cH:5][cH:6][cH:7][cH:8][c:9]21. The reactants are COc1nc(OC)nc([N+]2(C)CCOCC2)n1, CO, [Cl-], CN(C)C1(c2ccccc2)CCC(CN)CC1, O=C(O)Cn1ccc2ccccc21. Yields the product CN(C)C1(c2ccccc2)CCC(CNC(=O)Cn2ccc3ccccc32)CC1. RXN SMILES: [CH3:19][O:20][c:21]1[n:22][c:23]([O:24][CH3:25])[n:26][c:27]([N+:28]2([CH3:29])[CH2:30][CH2:31][O:32][CH2:33][CH2:34]2)[n:35]1.[CH3:49][OH:50].[Cl-:18].[NH2:1][CH2:2][CH:3]1[CH2:4][CH2:5][C:6]([c:9]2[cH:10][cH:11][cH:12][cH:13][cH:14]2)([N:15]([CH3:16])[CH3:17])[CH2:7][CH2:8]1.[n:36]1([CH2:45][C:46](=[O:47])[OH:48])[cH:37][cH:38][c:39]2[cH:40][cH:41][cH:42][cH:43][c:44]12>>[NH:1]([CH2:2][CH:3]1[CH2:4][CH2:5][C:6]([c:9]2[cH:10][cH:11][cH:12][cH:13][cH:14]2)([N:15]([CH3:16])[CH3:17])[CH2:7][CH2:8]1)[C:46]([CH2:45][n:36]1[cH:37][cH:38][c:39]2[cH:40][cH:41][cH:42][cH:43][c:44]12)=[O:47]. Starting materials: C(#N)C(C(=O)OCC)(CCC)C1=C(C(=CC=C1)OC1=C(C=CC=C1)C)OC (ethyl 2-cyano-2-[2-methoxy-3-(o-tolyloxy)phenyl]valerate), [OH-].[K+] (potassium hydroxide). The solvent is C(C)O (ethanol), O (water). Product: COC1=C(C=CC=C1OC1=C(C=CC=C1)C)C(C(=O)O)CCC (2-[2-methoxy-3-(o-tolyloxy)phenyl]valeric acid). Isolated yield 94.0%. Reaction SMILES: C([C:3]([C:12]1[CH:17]=[CH:16][CH:15]=[C:14]([O:18][C:19]2[CH:24]=[CH:23][CH:22]=[CH:21][C:20]=2[CH3:25])[C:13]=1[O:26][CH3:27])([CH2:9][CH2:10][CH3:11])[C:4]([O:6]CC)=[O:5])#N.[OH-].[K+]>C(O)C.O>[CH3:27][O:26][C:13]1[C:14]([O:18][C:19]2[CH:24]=[CH:23][CH:22]=[CH:21][C:20]=2[CH3:25])=[CH:15][CH:16]=[CH:17][C:12]=1[CH:3]([CH2:9][CH2:10][CH3:11])[C:4]([OH:6])=[O:5] |f:1.2|. Reported procedure: A mixture of ethyl 2-cyano-2-[2-methoxy-3-(o-tolyloxy)phenyl]valerate (4.6 g) and potassium hydroxide (3.5 g) in ethanol (50 ml) and water (25 ml) was treated in a similar manner to that of Example 14-(7) to give oily 2-[2-methoxy-3-(o-tolyloxy)phenyl]valeric acid (3.7 g). The reactants are CC#N, O=C(N1CCOC2(CCN(Cc3cc(CCO)ccc3F)CC2)C1)C(F)(F)F, [Na+], [Na+], O=C([O-])[O-], O. Yields the product OCCc1ccc(F)c(CN2CCC3(CC2)CNCCO3)c1. As a reaction SMILES: [CH3:36][C:37]#[N:38].[F:7][C:8]([F:9])([F:10])[C:33]([N:11]1[CH2:12][CH2:13][O:14][C:15]2([CH2:16]1)[CH2:17][CH2:18][N:19]([CH2:22][c:23]1[c:24]([F:32])[cH:25][cH:26][c:27]([CH2:29][CH2:30][OH:31])[cH:28]1)[CH2:20][CH2:21]2)=[O:34].[Na+:1].[Na+:2].[O-:3][C:4](=[O:5])[O-:6].[OH2:35]>>[NH:11]1[CH2:12][CH2:13][O:14][C:15]2([CH2:16]1)[CH2:17][CH2:18][N:19]([CH2:22][c:23]1[c:24]([F:32])[cH:25][cH:26][c:27]([CH2:29][CH2:30][OH:31])[cH:28]1)[CH2:20][CH2:21]2. The reactants are C(C)(C)C=1C=C2C(CCN(C2=C(C1)C=O)CC)(C)C (6-Isopropyl-4,4-dimethyl-1-ethyl-1,2,3,4-tetrahydro-quinoline-8-carbaldehyde), C[Mg]Br (methyl magnesium bromide), C(C)(C)C=1C=C2C(CCN(C2=C(C1)C=O)CC)(C)C (6-Isopropyl-4,4-dimethyl-1-ethyl-1,2,3,4-tetrahydro-quinoline-8-carbaldehyde), solution. The solvent is C1CCOC1 (THF), C1CCOC1 (THF). Reaction conditions: temperature -78 celsius, time 45 minute. The product is C(C)(C)C=1C=C2C(CCN(C2=C(C1)C=O)CCC)(C)C (6-Isopropyl-4,4-dimethyl-1-n-propyl-1,2,3,4-tetrahydro-quinoline-8-carbaldehyde). As a reaction SMILES: [CH:1]([C:4]1[CH:5]=[C:6]2[C:11](=[C:12]([CH:14]=[O:15])[CH:13]=1)[N:10]([CH2:16][CH3:17])[CH2:9][CH2:8][C:7]2([CH3:19])[CH3:18])([CH3:3])[CH3:2].[CH3:20][Mg]Br>C1COCC1>[CH:1]([C:4]1[CH:5]=[C:6]2[C:11](=[C:12]([CH:14]=[O:15])[CH:13]=1)[N:10]([CH2:16][CH2:17][CH3:20])[CH2:9][CH2:8][C:7]2([CH3:19])[CH3:18])([CH3:2])[CH3:3]. Procedure details: To a solution of 6-isopropyl-4,4-dimethyl-1-ethyl-1,2,3,4-tetrahydro-quinoline-8-carbaldehyde (Intermediate 7, 2.00 g, 9.00 mmol) and 35 ml of anhydrous THF under argon at −78° C. was slowly added 3 M solution of methyl magnesium bromide in THF (7.5 ml, 22.5 mmol). The resulting solution was stirred at −78° C. for 45 minutes. The reaction was quenched with saturated NH4Cl and the product was extracted with diethyl ether. The organic extract was washed with water, and brine, dried over Na2SO4 and... The reactants are O=C1CCC(=O)N1Br, ClC(Cl)(Cl)Cl, CCCCCC(C)(C#N)CCCCCOc1cc(OCc2ccccc2)ccc1CC. Yields the product CCCCCC(C)(C#N)CCCCCOc1cc(OCc2ccccc2)c(Br)cc1CC. RXN SMILES: [Br:32][N:33]1[C:34](=[O:35])[CH2:36][CH2:37][C:38]1=[O:39].[C:40]([Cl:41])([Cl:42])([Cl:43])[Cl:44].[CH3:1][C:2]([C:3]#[N:4])([CH2:5][CH2:6][CH2:7][CH2:8][CH2:9][O:10][c:11]1[c:12]([CH2:25][CH3:26])[cH:13][cH:14][c:15]([O:17][CH2:18][c:19]2[cH:20][cH:21][cH:22][cH:23][cH:24]2)[cH:16]1)[CH2:27][CH2:28][CH2:29][CH2:30][CH3:31]>>[CH3:1][C:2]([C:3]#[N:4])([CH2:5][CH2:6][CH2:7][CH2:8][CH2:9][O:10][c:11]1[c:12]([CH2:25][CH3:26])[cH:13][c:14]([Br:32])[c:15]([O:17][CH2:18][c:19]2[cH:20][cH:21][cH:22][cH:23][cH:24]2)[cH:16]1)[CH2:27][CH2:28][CH2:29][CH2:30][CH3:31]. The reactants are CC1=NC(=C2C(N1)=CC(=N2)C2=CC=CC=C2)Cl (2-methyl-4-chloro-6-phenyl pyrrolo[3,2-d]pyrimidine), OCC1NCCCC1 (2-hydroxymethyl piperidine), O=P(Cl)(Cl)Cl (POCl3), C1(=CC=CC=C1)C (toluene). Solvent: CN1CCOCC1 (N-methyl morpholine). The product is O.Cl.CC1=NC=2N3CCCCC3CN3C2C(=N1)C=C3C3=CC=CC=C3 (2-Methyl-5-phenyl-7,7a,8,9,10,11-hexahydro-1,3,11a-triaza-pyrrolo[3,2,1-de]phenanthridine Hydrochloride monohydrate). Isolated yield 12.2%. RXN SMILES: [CH3:1][C:2]1[NH:7][C:6]2=[CH:8][C:9]([C:11]3[CH:16]=[CH:15][CH:14]=[CH:13][CH:12]=3)=[N:10][C:5]2=[C:4]([Cl:17])[N:3]=1.[OH:18][CH2:19][CH:20]1[CH2:25][CH2:24][CH2:23][CH2:22][NH:21]1.O=P(Cl)(Cl)Cl.C1(C)C=CC=CC=1>CN1CCOCC1>[OH2:18].[ClH:17].[CH3:1][C:2]1[N:7]=[C:6]2[CH:8]=[C:9]([C:11]3[CH:16]=[CH:15][CH:14]=[CH:13][CH:12]=3)[N:10]3[C:5]2=[C:4]([N:21]2[CH:20]([CH2:19]3)[CH2:25][CH2:24][CH2:23][CH2:22]2)[N:3]=1 |f:5.6.7|. Reported procedure: A solution of 2-methyl-4-chloro-6-phenyl pyrrolo[3,2-d]pyrimidine (1.0 g, 4.1 mmol, Example 1e) and 2-hydroxymethyl piperidine (Aldrich Chemical Company) (0.49 g, 4.2 mmol) in N-methyl morpholine (10 mL) was heated at 110° C. for 12 h. The solvent was concentrated in vacuo and the residue was mixed with POCl3 (5 mL, 54 mmol) and toluene (20 mL). The mixture was heated at reflux for 6.5 h before it was concentrated in vacuo. The residue was taken up in CH2Cl2 (50 mL)-H2O (50 mL) and the pH of the... Reactants: COC(=O)C1(CCC1)NS(=O)(=O)C1=C(C=CC=C1)[N+](=O)[O-] (methyl-1-(2-nitrophenylsulfonamido)cyclobutanecarboxylate), C1CCOC1 (THF), CO (methanol), O[Li].O (LiOH.H2O). The solvent is O (H2O). Conditions: time 12 hour. Yields the product CC1C(CC1)(C(=O)O)NS(=O)(=O)C1=C(C=CC=C1)[N+](=O)[O-] (methyl-1-(2-nitrophenylsulfonamido)cyclobutanecarboxylic acid). The yield is 98.0%. Reaction SMILES: C[O:2][C:3]([C:5]1([NH:9][S:10]([C:13]2[CH:18]=[CH:17][CH:16]=[CH:15][C:14]=2[N+:19]([O-:21])=[O:20])(=[O:12])=[O:11])[CH2:8][CH2:7][CH2:6]1)=[O:4].[CH2:22]1COCC1.CO.O[Li].O>O>[CH3:22][CH:6]1[CH2:7][CH2:8][C:5]1([NH:9][S:10]([C:13]1[CH:18]=[CH:17][CH:16]=[CH:15][C:14]=1[N+:19]([O-:21])=[O:20])(=[O:12])=[O:11])[C:3]([OH:2])=[O:4] |f:3.4|. Reported procedure: methyl-1-(2-nitrophenylsulfonamido)cyclobutanecarboxylate (500 mg, 1.59 mmol) was charged and dissolved through addition of THF (5 ml), and methanol (5 ml). LiOH.H2O dissolved in H2O (5 ml) was added thereto, followed by stirring for 12 hours at room temperature. After the stirring for 12 hours, the resultant solution was vacuum-evaporated, acidified with 2N—HCl to pH 2-3, and extracted with EA (×2). The organic layer was dried with MgSO4, and filtered. Then, through vacuum distillation, the sol...